From a dataset of the Open Reaction Database (ORD), a public repository of structured organic reaction records. describe an organic reaction: reactants, conditions, products, and yield Product: CC(C)(C)OC(=O)NC(CNC(N)=O)c1ccccc1Cl. Reactants: CO, Cl, N#CO[K], CC(C)(C)OC(=O)NC(CN)c1ccccc1Cl, O. As a reaction SMILES: [CH3:24][OH:25].[ClH:23].[K:19][O:20][C:21]#[N:22].[NH2:1][CH2:2][CH:3]([c:4]1[c:5]([Cl:10])[cH:6][cH:7][cH:8][cH:9]1)[NH:11][C:12]([O:13][C:14]([CH3:15])([CH3:16])[CH3:17])=[O:18].[OH2:26]>>[NH:1]([CH2:2][CH:3]([c:4]1[c:5]([Cl:10])[cH:6][cH:7][cH:8][cH:9]1)[NH:11][C:12]([O:13][C:14]([CH3:15])([CH3:16])[CH3:17])=[O:18])[C:21](=[O:20])[NH2:22]. Starting materials: CCOC(C)=O, O=C=Nc1ccc(F)cc1, Nc1ccc(Oc2ccncc2-c2ccccc2)cc1. Yields the product O=C(Nc1ccc(F)cc1)Nc1ccc(Oc2ccncc2-c2ccccc2)cc1. Reaction SMILES: [CH3:31][CH2:32][O:33][C:34](=[O:35])[CH3:36].[F:21][c:22]1[cH:23][cH:24][c:25]([N:28]=[C:29]=[O:30])[cH:26][cH:27]1.[c:1]1(-[c:7]2[cH:8][n:9][cH:10][cH:11][c:12]2[O:13][c:14]2[cH:15][cH:16][c:17]([NH2:18])[cH:19][cH:20]2)[cH:2][cH:3][cH:4][cH:5][cH:6]1>>[c:1]1(-[c:7]2[cH:8][n:9][cH:10][cH:11][c:12]2[O:13][c:14]2[cH:15][cH:16][c:17]([NH:18][C:29]([NH:28][c:25]3[cH:24][cH:23][c:22]([F:21])[cH:27][cH:26]3)=[O:30])[cH:19][cH:20]2)[cH:2][cH:3][cH:4][cH:5][cH:6]1.